This data is from the Open Reaction Database (ORD), a public repository of structured organic reaction records. The task is: describe an organic reaction: reactants, conditions, products, and yield Starting materials: CC1=CC=2C3=C(NC2C=C1)CCNC3 (2,3,4,5-tetrahydro-8-methyl-1H-pyrido[4,3-b]indole), C(C)C(C(=O)N)CCl (ethyl 3-chloropropanamide), C(=O)([O-])[O-].[Na+].[Na+] (Na2CO3), C(C(C)C)C(=O)C (methyl isobutyl ketone). Reagents/catalysts: [I-].[K+] (potassium iodide). The product is CC1=CC=2C3=C(NC2C=C1)CCN(C3)CCCNC(OCC)=O (ethyl [3-(1,3,4,5-tetrahydro-8-methyl-2H-pyrido[4,3-b]indol-2-yl)propyl]carbamate). The yield is 80.0%. Reaction SMILES: [CH3:1][C:2]1[CH:10]=[CH:9][C:8]2[NH:7][C:6]3[CH2:11][CH2:12][NH:13][CH2:14][C:5]=3[C:4]=2[CH:3]=1.C([CH:17]([CH2:21]Cl)[C:18]([NH2:20])=O)C.[C:23]([O-:26])([O-])=[O:24].[Na+].[Na+].[CH2:29](C(C)=O)[CH:30](C)C>[I-].[K+]>[CH3:1][C:2]1[CH:10]=[CH:9][C:8]2[NH:7][C:6]3[CH2:11][CH2:12][N:13]([CH2:21][CH2:17][CH2:18][NH:20][C:23](=[O:24])[O:26][CH2:29][CH3:30])[CH2:14][C:5]=3[C:4]=2[CH:3]=1 |f:2.3.4,6.7|. Reported procedure: A mixture of 2,3,4,5-tetrahydro-8-methyl-1H-pyrido[4,3-b]indole, (0.079 mol), ethyl 3-chloropropanamide (0.097 mol), Na2CO3 (15 g) and potassium iodide (0.1 g) in methyl isobutyl ketone (350 ml) was stirred and refluxed overnight. The reaction mixture was filtered and the filtrate was evaporated, yielding 20 g (80%) of ethyl [3-(1,3,4,5-tetrahydro-8-methyl-2H-pyrido[4,3-b]indol-2-yl)propyl]carbamate (intermediate 10). Starting materials: CC1=C(C=CC=C1C)C(C)C=1NC=CN1 (2-[1-(2,3-Dimethylphenyl)ethyl]-1H-imidazole). Run in C(C)O (ethanol). Product: CC1=C(C=CC=C1C)[C@@H](C)C=1NC=CN1 (2-[(1R)-1-(2,3-Dimethylphenyl)ethyl]-1H-imidazole). Isolated yield 49.3%. As a reaction SMILES: [CH3:1][C:2]1[C:7]([CH3:8])=[CH:6][CH:5]=[CH:4][C:3]=1[CH:9]([C:11]1[NH:12][CH:13]=[CH:14][N:15]=1)[CH3:10]>C(O)C>[CH3:1][C:2]1[C:7]([CH3:8])=[CH:6][CH:5]=[CH:4][C:3]=1[C@H:9]([C:11]1[NH:15][CH:14]=[CH:13][N:12]=1)[CH3:10]. Procedure: The compound of Example 1 (750 mg, 3.75 mmol) was dissolved in ethanol (4 ml) and the enantiomers were separated by automated preparative liquid chromatography (Gilson system, 50×50 mm ID Chiralcel OD, 20 μm column, 50 ml/min) using ethanol:hexane [10:90] as the mobile phase. The appropriate fractions were combined and concentrated to give the title compound (370 mg).